Dataset: the Open Reaction Database (ORD), a public repository of structured organic reaction records. Task: describe an organic reaction: reactants, conditions, products, and yield The reactants are C(C)(C)(C)OC(NC1(CCC1)C1=CC=C(C=C1)C1=C(OC2=CC=C(C=C2C1=O)C#N)C1=CC=CC=C1)=O ({1-[4-(6-cyano-4-oxo-2-phenyl-4H-chromen-3-yl)-phenyl]-cyclobutyl}-carbamic acid tert-butyl ester), C(C)(C)(C)OC(NC1(CCC1)C1=CC=C(C=C1)C1=C(OC2=C(C(=CC=C2C1=O)OC)Br)C1=CC=CC=C1)=O ({1-[4-(8-bromo-7-methoxy-4-oxo-2-phenyl-4H-chromen-3-yl)-phenyl]-cyclobutyl}-carbamic acid tert-butyl ester). Yields the product C(C)(C)(C)OC(NC1(CCC1)C1=CC=C(C=C1)C1=C(OC2=C(C(=CC=C2C1=O)OC)C#N)C1=CC=CC=C1)=O ({1-[4-(8-Cyano-7-methoxy-4-oxo-2-phenyl-4H-chromen-3-yl)-phenyl]-cyclobutyl}-carbamic acid tert-butyl ester). Isolated yield 33.0%. RXN SMILES: C(O[C:6](=O)[NH:7]C1(C2C=CC(C3C(=O)C4C(=CC=C(C#N)C=4)OC=3C3C=CC=CC=3)=CC=2)CCC1)(C)(C)C.[C:38]([O:42][C:43](=[O:75])[NH:44][C:45]1([C:49]2[CH:54]=[CH:53][C:52]([C:55]3[C:64](=[O:65])[C:63]4[C:58](=[C:59](Br)[C:60]([O:66][CH3:67])=[CH:61][CH:62]=4)[O:57][C:56]=3[C:69]3[CH:74]=[CH:73][CH:72]=[CH:71][CH:70]=3)=[CH:51][CH:50]=2)[CH2:48][CH2:47][CH2:46]1)([CH3:41])([CH3:40])[CH3:39]>>[C:38]([O:42][C:43](=[O:75])[NH:44][C:45]1([C:49]2[CH:54]=[CH:53][C:52]([C:55]3[C:64](=[O:65])[C:63]4[C:58](=[C:59]([C:6]#[N:7])[C:60]([O:66][CH3:67])=[CH:61][CH:62]=4)[O:57][C:56]=3[C:69]3[CH:74]=[CH:73][CH:72]=[CH:71][CH:70]=3)=[CH:51][CH:50]=2)[CH2:48][CH2:47][CH2:46]1)([CH3:41])([CH3:40])[CH3:39]. Procedure: Following the procedure used to prepare {1-[4-(6-cyano-4-oxo-2-phenyl-4H-chromen-3-yl)-phenyl]-cyclobutyl}-carbamic acid tert-butyl ester, {1-[4-(8-bromo-7-methoxy-4-oxo-2-phenyl-4H-chromen-3-yl)-phenyl]-cyclobutyl}-carbamic acid tert-butyl ester (150 mg, 0.0867 mmol) was reacted to give the title compound (15 mg, 33%). LCMS (Method B): RT=4.79 min, [M+H]+=523. Reactants: NC(CCS)C(=O)O (D,L-homocysteine), [OH-].[K+] (potassium hydroxide), BrCCO (2-Bromoethanol). Run in C(C)O (ethanol). Reaction conditions: temperature 0 celsius, time 18 hour. Product: NC(C(=O)O)CCSCCO (2-(amino)4-[(2-hydroxyethyl)sulfanyl]butanoic acid). Reaction SMILES: [NH2:1][CH:2]([C:6]([OH:8])=[O:7])[CH2:3][CH2:4][SH:5].[OH-].[K+].Br[CH2:12][CH2:13][OH:14]>C(O)C>[NH2:1][CH:2]([CH2:3][CH2:4][S:5][CH2:12][CH2:13][OH:14])[C:6]([OH:8])=[O:7] |f:1.2|. Procedure details: To D,L-homocysteine (6.69 g, 49.4 mmol) was added 2N aqueous potassium hydroxide (32 mL) and the resulting solution was cooled to 0° C. 2-Bromoethanol (4.2 mL, 59.3 mmol) in ethanol (56 mL) was then added dropwise and the reaction mixture was allowed to warm to 25° C. After 18 h the reaction mixture was acidified to pH 5 and concentrated to give 2-(amino)4-[(2-hydroxyethyl)sulfanyl]butanoic acid (WO 9808823 ) as a white paste. To this material was added water (110 mL) and dioxane (110 mL) and tr... Reactants: BrC1=C(C2=C(N1CC(=O)OC)C=C(S2)C(=O)OC)C2C(CCCC2)F (methyl 5-bromo-6-(2-fluorocyclohexyl)-4-(2-methoxy-2-oxoethyl)-4H-thieno[3,2-b]pyrrole-2-carboxylate), C(=O)C1=C(C=CC=C1)B(O)O ((2-formylphenyl)boronic acid), C(=O)([O-])[O-].[Na+].[Na+] (Na2CO3). The reagents and catalysts are C=1C=CC(=CC1)[P](C=2C=CC=CC2)(C=3C=CC=CC3)[Pd]([P](C=4C=CC=CC4)(C=5C=CC=CC5)C=6C=CC=CC6)([P](C=7C=CC=CC7)(C=8C=CC=CC8)C=9C=CC=CC9)[P](C=1C=CC=CC1)(C=1C=CC=CC1)C=1C=CC=CC1 (Pd(PPh3)4). Solvent: CCOC(=O)C (EtOAc), [Cl-].[Na+].O (brine), O1CCOCC1 (dioxane). Run at time 30 minute. Product: FC1C(CCCC1)C=1C2=C(N(C1C1=C(C=CC=C1)C=O)CC(=O)OC)C=C(S2)C(=O)OC (methyl 6-(2-fluorocyclohexyl)-5-(2-formylphenyl)-4-(2-methoxy-2-oxoethyl)-4H-thieno[3,2-b]pyrrole-2-carboxylate). Yield: 56.0%. RXN SMILES: Br[C:2]1[N:6]([CH2:7][C:8]([O:10][CH3:11])=[O:9])[C:5]2[CH:12]=[C:13]([C:15]([O:17][CH3:18])=[O:16])[S:14][C:4]=2[C:3]=1[CH:19]1[CH2:24][CH2:23][CH2:22][CH2:21][CH:20]1[F:25].[CH:26]([C:28]1[CH:33]=[CH:32][CH:31]=[CH:30][C:29]=1B(O)O)=[O:27].C([O-])([O-])=O.[Na+].[Na+]>O1CCOCC1.CCOC(C)=O.[Cl-].[Na+].O.C1C=CC([P]([Pd]([P](C2C=CC=CC=2)(C2C=CC=CC=2)C2C=CC=CC=2)([P](C2C=CC=CC=2)(C2C=CC=CC=2)C2C=CC=CC=2)[P](C2C=CC=CC=2)(C2C=CC=CC=2)C2C=CC=CC=2)(C2C=CC=CC=2)C2C=CC=CC=2)=CC=1>[F:25][CH:20]1[CH2:21][CH2:22][CH2:23][CH2:24][CH:19]1[C:3]1[C:4]2[S:14][C:13]([C:15]([O:17][CH3:18])=[O:16])=[CH:12][C:5]=2[N:6]([CH2:7][C:8]([O:10][CH3:11])=[O:9])[C:2]=1[C:29]1[CH:30]=[CH:31][CH:32]=[CH:33][C:28]=1[CH:26]=[O:27] |f:2.3.4,7.8.9,^1:61,63,82,101|. Reported procedure: A solution (0.1 M) of methyl 5-bromo-6-(2-fluorocyclohexyl)-4-(2-methoxy-2-oxoethyl)-4H-thieno[3,2-b]pyrrole-2-carboxylate in dioxane was treated with (2-formylphenyl)boronic acid (1.5 eq.); aq. Na2CO3-solution (2 N, 8.5 eq.) was added and the solution was degassed, and then treated with Pd(PPh3)4 (0.1 eq.). A balloon with argon was installed, the mixture was placed in an oil bath preheated at 115° C. and stirred for 30 min, then cooled and diluted with EtOAc and brine. The organic phase was sep... Reactants: NC=1C=CC(=NC1)C#N (5-amino-pyridine-2-carbonitrile), ClC=1C=C(C=O)C=CC1F (3-chloro-4-fluoro-benzaldehyde), C=C(C)C (isobutene), FC(S(=O)(=O)[O-])(F)F.[Yb+3].FC(S(=O)(=O)[O-])(F)F.FC(S(=O)(=O)[O-])(F)F (ytterbium(III) trifluoromethanesulfonate). Run in C(C)#N (acetonitrile), C(C)(=O)OCC (ethyl acetate). Reaction conditions: temperature 85 celsius, time 18 hour. The product is ClC=1C=C(C=CC1F)C1NC=2C=CC(=NC2C(C1)(C)C)C#N (6-(3-chloro-4-fluoro-phenyl)-8,8-dimethyl-5,6,7,8-tetrahydro-[1,5]naphthyridine-2-carbonitrile). Yield: 12.9%. As a reaction SMILES: [NH2:1][C:2]1[CH:3]=[CH:4][C:5]([C:8]#[N:9])=[N:6][CH:7]=1.[Cl:10][C:11]1[CH:12]=[C:13]([CH:16]=[CH:17][C:18]=1[F:19])[CH:14]=O.[CH2:20]=[C:21]([CH3:23])[CH3:22].FC(F)(F)S([O-])(=O)=O.[Yb+3].FC(F)(F)S([O-])(=O)=O.FC(F)(F)S([O-])(=O)=O>C(#N)C.C(OCC)(=O)C>[Cl:10][C:11]1[CH:12]=[C:13]([CH:14]2[CH2:20][C:21]([CH3:23])([CH3:22])[C:7]3[N:6]=[C:5]([C:8]#[N:9])[CH:4]=[CH:3][C:2]=3[NH:1]2)[CH:16]=[CH:17][C:18]=1[F:19] |f:3.4.5.6|. Reported procedure: To a stirred solution of 5-amino-pyridine-2-carbonitrile (9.3 g, 78.4 mmol) and 3-chloro-4-fluoro-benzaldehyde (12.3 g, 78.4 mmol) in acetonitrile (150 mL) were added isobutene (21.0 mL, 313.5 mmol) and ytterbium(III) trifluoromethanesulfonate (Yb(OTf)3) (5.8 g, 9.5 mmol). The resulting mixture was stirred at 85° C. for 18 h in sealed tube. The mixture was diluted with ethyl acetate (300 mL) and washed with water (100 mL×2) and brine (100 mL×2) and then dried over anhydrous sodium sulfate. The s... Starting materials: O=C1CCC(=O)N1Br, O=C(OOC(=O)c1ccccc1)c1ccccc1, C1COCCN1, CCOC(C)=O, ClC(Cl)(Cl)Cl, Cc1ccc([N+](=O)[O-])cc1F. The product is O=[N+]([O-])c1ccc(CN2CCOCC2)c(F)c1. RXN SMILES: [Br:12][N:13]1[C:14](=[O:15])[CH2:16][CH2:17][C:18]1=[O:19].[C:20]([O:21][O:22][C:23](=[O:24])[c:25]1[cH:26][cH:27][cH:28][cH:29][cH:30]1)(=[O:31])[c:32]1[cH:33][cH:34][cH:35][cH:36][cH:37]1.[CH2:38]1[CH2:39][O:40][CH2:41][CH2:42][NH:43]1.[CH3:49][CH2:50][O:51][C:52](=[O:53])[CH3:54].[Cl:44][C:45]([Cl:46])([Cl:47])[Cl:48].[F:1][c:2]1[c:3]([CH3:11])[cH:4][cH:5][c:6]([N+:8](=[O:9])[O-:10])[cH:7]1>>[F:1][c:2]1[c:3]([CH2:11][N:43]2[CH2:38][CH2:39][O:40][CH2:41][CH2:42]2)[cH:4][cH:5][c:6]([N+:8](=[O:9])[O-:10])[cH:7]1. Starting materials: COC=1CC(C(CCN1)C)C (3,4,5,6-tetrahydro-7-methoxy-4,5-dimethyl-2H-azepine), [Cl-].[NH4+] (ammonium chloride). Run in CO (MeOH). Yields the product Cl.CC1CC(NCCC1C)=N (hexahydro-4,5-dimethyl-1H-azepin-2-imine, monohydrochloride). Isolated yield 60.1%. RXN SMILES: CO[C:3]1[CH2:4][CH:5]([CH3:11])[CH:6]([CH3:10])[CH2:7][CH2:8][N:9]=1.[Cl-:12].[NH4+:13]>CO>[ClH:12].[CH3:11][CH:5]1[CH:6]([CH3:10])[CH2:7][CH2:8][NH:9][C:3](=[NH:13])[CH2:4]1 |f:1.2,4.5|. Procedure: The product of EXAMPLE 123 (100 mg, 0.64 mmol) in 5 mL of MeOH was reacted with ammonium chloride (29.3 mg, 547 mmol) by the method of EXAMPLE 27 to yield 68 mg (66%) of the white solid title material. Starting materials: CN1CCCC1CCN, ClCCl, O=Cc1csc2ccccc12. Yields the product CN1CCCC1CCNCc1csc2ccccc12. RXN SMILES: [CH3:12][N:13]1[CH:14]([CH2:18][CH2:19][NH2:20])[CH2:15][CH2:16][CH2:17]1.[Cl:21][CH2:22][Cl:23].[s:1]1[c:2]2[c:3]([c:4]([CH:6]=[O:7])[cH:5]1)[cH:8][cH:9][cH:10][cH:11]2>>[s:1]1[c:2]2[c:3]([c:4]([CH2:6][NH:20][CH2:19][CH2:18][CH:14]3[N:13]([CH3:12])[CH2:17][CH2:16][CH2:15]3)[cH:5]1)[cH:8][cH:9][cH:10][cH:11]2. Reactants: COC(CC1=CN(C2=CC=CC=C12)CC1=CC=C(C=C1)OCC1=NC2=CC=CC=C2C=C1)=O (1-[4-(Quinolin-2-ylmethoxy)benzyl]indol-3-acetic acid methyl ester), CN1C=C(C2=CC=C(C=C12)C(=O)O)CC1=CC=C(C=C1)OCC1=NC2=CC=CC=C2C=C1 (1-Methyl-3-[4-(quinolin-2-ylmethoxy)benzyl]indole-6-carboxylic acid). Yields the product N1=C(C=CC2=CC=CC=C12)COC1=CC=C(CN2C=C(C3=CC=CC=C23)CC(=O)O)C=C1 (1-[4-(Quinolin-2-ylmethoxy)benzyl]indol-3-acetic acid). As a reaction SMILES: C[O:2][C:3](=[O:33])[CH2:4][C:5]1[C:13]2[C:8](=[CH:9][CH:10]=[CH:11][CH:12]=2)[N:7]([CH2:14][C:15]2[CH:20]=[CH:19][C:18]([O:21][CH2:22][C:23]3[CH:32]=[CH:31][C:30]4[C:25](=[CH:26][CH:27]=[CH:28][CH:29]=4)[N:24]=3)=[CH:17][CH:16]=2)[CH:6]=1.CN1C2C(=CC=C(C(O)=O)C=2)C(CC2C=CC(OCC3C=CC4C(=CC=CC=4)N=3)=CC=2)=C1>>[N:24]1[C:25]2[C:30](=[CH:29][CH:28]=[CH:27][CH:26]=2)[CH:31]=[CH:32][C:23]=1[CH2:22][O:21][C:18]1[CH:17]=[CH:16][C:15]([CH2:14][N:7]2[C:8]3[C:13](=[CH:12][CH:11]=[CH:10][CH:9]=3)[C:5]([CH2:4][C:3]([OH:33])=[O:2])=[CH:6]2)=[CH:20][CH:19]=1. Procedure: This compound was prepared from the methyl ester (Example 17, part i) by the method described in Example 16, part iii. The product was recrystallised from ethyl acetate, m.p. 163°-166° C. Starting materials: N#Cc1ccc(CBr)cc1, Cc1ncc(CNc2ccc(C#N)cc2)c(CO)c1O. Product: Cc1ncc(CNc2ccc(C#N)cc2)c(CO)c1OCc1ccc(C#N)cc1. Reaction SMILES: [Br:21][CH2:22][c:23]1[cH:24][cH:25][c:26]([C:29]#[N:30])[cH:27][cH:28]1.[OH:1][c:2]1[c:3]([CH2:19][OH:20])[c:4]([CH2:9][NH:10][c:11]2[cH:12][cH:13][c:14]([C:15]#[N:16])[cH:17][cH:18]2)[cH:5][n:6][c:7]1[CH3:8]>>[O:1]([c:2]1[c:3]([CH2:19][OH:20])[c:4]([CH2:9][NH:10][c:11]2[cH:12][cH:13][c:14]([C:15]#[N:16])[cH:17][cH:18]2)[cH:5][n:6][c:7]1[CH3:8])[CH2:22][c:23]1[cH:24][cH:25][c:26]([C:29]#[N:30])[cH:27][cH:28]1. The reactants are NC=1C2=C(N=CN1)NC=CC2=O (4-aminopyrido[2,3-d]pyrimidin-5(8H)-one), C(=O)([O-])[O-].[Cs+].[Cs+] (Cs2CO3), ClC=1C=CC=C2C=C(C(=NC12)C1=C(C=CC=C1)Cl)CCl (8-chloro-3-(chloromethyl)-2-(2-chlorophenyl)quinoline). Solvent: CN(C)C=O (DMF). Reaction conditions: temperature 140 celsius, time 1 hour. Yields the product NC=1C2=C(N=CN1)N(C=CC2=O)CC=2C(=NC1=C(C=CC=C1C2)Cl)C2=C(C=CC=C2)Cl (4-amino-8-((8-chloro-2-(2-chlorophenyl)quinolin-3-yl)methyl)pyrido[2,3-d]pyrimidin-5(8H)-one). As a reaction SMILES: [NH2:1][C:2]1[C:3]2[C:11](=[O:12])[CH:10]=[CH:9][NH:8][C:4]=2[N:5]=[CH:6][N:7]=1.C([O-])([O-])=O.[Cs+].[Cs+].[Cl:19][C:20]1[CH:21]=[CH:22][CH:23]=[C:24]2[C:29]=1[N:28]=[C:27]([C:30]1[CH:35]=[CH:34][CH:33]=[CH:32][C:31]=1[Cl:36])[C:26]([CH2:37]Cl)=[CH:25]2>CN(C=O)C>[NH2:1][C:2]1[C:3]2[C:11](=[O:12])[CH:10]=[CH:9][N:8]([CH2:37][C:26]3[C:27]([C:30]4[CH:35]=[CH:34][CH:33]=[CH:32][C:31]=4[Cl:36])=[N:28][C:29]4[C:24]([CH:25]=3)=[CH:23][CH:22]=[CH:21][C:20]=4[Cl:19])[C:4]=2[N:5]=[CH:6][N:7]=1 |f:1.2.3|. Procedure details: To a mixture of 4-aminopyrido[2,3-d]pyrimidin-5(8H)-one (0.05 g, 0.308 mmol), Cs2CO3 (0.1515 g, 0.46 mmol, 1.5 eq), and KI (0.0051 g, 0.0309 mmol, 0.1 eq) in DMF (1 mL) was added 8-chloro-3-(chloromethyl)-2-(2-chlorophenyl)quinoline (0.1 g, 0.309 mmol, 1.0 eq) and the mixture was stirred at 140° C. for 1 h. The mixture was concentrated under reduced pressure. The crude product was purified by column chromatography on a 40 g of Redi-Sep™ column using 0 to 100% gradient of EtOAc in hexane over 14 ...